From a dataset of the Open Reaction Database (ORD), a public repository of structured organic reaction records. describe an organic reaction: reactants, conditions, products, and yield Starting materials: suspension, BrC=1C=C2C=NC(=NC2=CC1OC)Cl (6-bromo-2-chloro-7-methoxyquinazoline), NC1=CC=C(C(=O)NC(C)C)C=C1 (4-amino-N-isopropylbenzamide). Run in C(C)(=O)OCC (ethyl acetate), C(C)(C)O (isopropanol). Reaction conditions: temperature 100 celsius. Product: BrC=1C=C2C=NC(=NC2=CC1OC)NC1=CC=C(C(=O)NC(C)C)C=C1 (4-(6-Bromo-7-methoxyquinazolin-2-ylamino)-N-isopropylbenzamide). RXN SMILES: [Br:1][C:2]1[CH:3]=[C:4]2[C:9](=[CH:10][C:11]=1[O:12][CH3:13])[N:8]=[C:7](Cl)[N:6]=[CH:5]2.[NH2:15][C:16]1[CH:27]=[CH:26][C:19]([C:20]([NH:22][CH:23]([CH3:25])[CH3:24])=[O:21])=[CH:18][CH:17]=1>C(O)(C)C.C(OCC)(=O)C>[Br:1][C:2]1[CH:3]=[C:4]2[C:9](=[CH:10][C:11]=1[O:12][CH3:13])[N:8]=[C:7]([NH:15][C:16]1[CH:27]=[CH:26][C:19]([C:20]([NH:22][CH:23]([CH3:24])[CH3:25])=[O:21])=[CH:18][CH:17]=1)[N:6]=[CH:5]2. Procedure: To a 0.25M suspension of 6-bromo-2-chloro-7-methoxyquinazoline in isopropanol was added 4-amino-N-isopropylbenzamide (1.0 eq). The reaction mixture was heated to 100° C. in an oil bath for 14 h. Reaction mixture was diluted with ethyl acetate and filtered to collect desired product. ES/MS m/z 415/417 (MH+). Reactants: [H-].[Na+] (NaH), C(C)(=O)C=1C=CC=2NC3=CC=CC=C3C2C1 (3-Acetylcarbazole), BrCCCCl (1-bromo-3-chloropropane). Solvent: CN(C)C=O (DMF), CN(C)C=O (DMF). Run at time 1 hour. Product: ClCCCN1C2=CC=CC=C2C=2C=C(C=CC12)C(C)=O (3-Chloro-1-(3-acetyl-9H-carbazol-9-yl)propane). As a reaction SMILES: [C:1]([C:4]1[CH:5]=[CH:6][C:7]2[NH:8][C:9]3[C:14]([C:15]=2[CH:16]=1)=[CH:13][CH:12]=[CH:11][CH:10]=3)(=[O:3])[CH3:2].[H-].[Na+].Br[CH2:20][CH2:21][CH2:22][Cl:23]>CN(C=O)C>[Cl:23][CH2:22][CH2:21][CH2:20][N:8]1[C:7]2[CH:6]=[CH:5][C:4]([C:1](=[O:3])[CH3:2])=[CH:16][C:15]=2[C:14]2[C:9]1=[CH:10][CH:11]=[CH:12][CH:13]=2 |f:1.2|. Procedure details: 3-Acetylcarbazole (1.0 g, 0.0048 mol) was dissolved in dry DMF (20 mL) and NaH (50% in oil) (0.13 g, 0.0053 mol) was added. The resulting mixture was stirred at room temperature for 1 h. The reaction mixture was added dropwise to a solution of 1-bromo-3-chloropropane (0.83 g, 0.0053 mol) in DMF (20 mL). The resulting mixture was stirred under a N2 atmosphere for 60 h. The solvent was removed in vacuo, and the residue was purified on a silica gel column (Eluent: CH2Cl2). This afforded the title c... Starting materials: C(C1=CC=CC=C1)OC=1C=C(C=CC1)C1CC(CCC1C)O ((1SR,3RS,4SR)-3-(3-benzyloxyphenyl)-4-methylcyclohexan-l-ol), CI (methyl iodide). Yields the product C(C1=CC=CC=C1)OC=1C=C(C=CC1)C1CC(CCC1C)OC ((1SR,3RS,4SR)-3-(3-benzyloxyphenyl)-1-methoxy-4-methylcyclohexane). Yield: 65.0%. RXN SMILES: [CH2:1]([O:8][C:9]1[CH:10]=[C:11]([CH:15]2[CH:20]([CH3:21])[CH2:19][CH2:18][CH:17]([OH:22])[CH2:16]2)[CH:12]=[CH:13][CH:14]=1)[C:2]1[CH:7]=[CH:6][CH:5]=[CH:4][CH:3]=1.[CH3:23]I>>[CH2:1]([O:8][C:9]1[CH:10]=[C:11]([CH:15]2[CH:20]([CH3:21])[CH2:19][CH2:18][CH:17]([O:22][CH3:23])[CH2:16]2)[CH:12]=[CH:13][CH:14]=1)[C:2]1[CH:3]=[CH:4][CH:5]=[CH:6][CH:7]=1. Procedure: Using an analogous procedure to that described in Example 2, (1SR,3RS,4SR)-3-(3-benzyloxyphenyl)-4-methylcyclohexan-l-ol was reacted with methyl iodide to give (1SR,3RS,4SR)-3-(3-benzyloxyphenyl)-1-methoxy-4-methylcyclohexane in 65% yield as an oil. Starting materials: C(C1=CC=CC=C1)N1C(=CC2=C1C=C(C=1N2C(=NN1)C)NC1CCNCC1)C (6-Benzyl-1,7-dimethyl-N-piperidin-4-yl-6H-pyrrolo[2,3-e][1,2,4]triazolo[4,3-a]pyridin-4-amine), C=O (formaldehyde), [BH-](OC(=O)C)(OC(=O)C)OC(=O)C.[Na+] (Na(OAc)3BH). The solvent is C(Cl)Cl (DCM). Run at time 25 minute. Yields the product C(C1=CC=CC=C1)N1C(=CC2=C1C=C(C=1N2C(=NN1)C)NC1CCN(CC1)C)C (6-Benzyl-1,7-dimethyl-N-(1-methylpiperidin-4-yl)-6H-pyrrolo[2,3-e][1,2,4]triazolo[4,3-a]pyridin-4-amine). RXN SMILES: [CH2:1]([N:8]1[C:12]2[CH:13]=[C:14]([NH:21][CH:22]3[CH2:27][CH2:26][NH:25][CH2:24][CH2:23]3)[C:15]3[N:16]([C:17]([CH3:20])=[N:18][N:19]=3)[C:11]=2[CH:10]=[C:9]1[CH3:28])[C:2]1[CH:7]=[CH:6][CH:5]=[CH:4][CH:3]=1.C=O.[BH-](OC(C)=O)(OC(C)=O)O[C:33](C)=O.[Na+]>C(Cl)Cl>[CH2:1]([N:8]1[C:12]2[CH:13]=[C:14]([NH:21][CH:22]3[CH2:27][CH2:26][N:25]([CH3:33])[CH2:24][CH2:23]3)[C:15]3[N:16]([C:17]([CH3:20])=[N:18][N:19]=3)[C:11]=2[CH:10]=[C:9]1[CH3:28])[C:2]1[CH:3]=[CH:4][CH:5]=[CH:6][CH:7]=1 |f:2.3|. Procedure: To a mixture of 6-benzyl-1,7-dimethyl-N-piperidin-4-yl-6H-pyrrolo[2,3-e][1,2,4]triazolo[4,3-a]pyridin-4-amine (50. mg, 0.13 mmol, from Example 206) and formaldehyde (37 wt % solution in water, 12 mg, 0.15 mmol, Aldrich) in DCM (2.6 mL) was added Na(OAc)3BH (42 mg, 0.20 mmol, Aldrich). After 25 minutes, volatile solvent was removed in vacuo. The mixture was diluted with water and methanol, and the product was purified via preparative HPLC-MS (Waters XBridge C18, eluting with a gradient of MeCN/H2... Starting materials: CC(C)C[AlH]CC(C)C, COC(=O)c1nc(C)cnc1OC, ClCCl, Cl. Product: COc1ncc(C)nc1C=O. RXN SMILES: [CH3:14][CH:15]([CH2:16][AlH:17][CH2:18][CH:19]([CH3:20])[CH3:21])[CH3:22].[CH3:1][O:2][c:3]1[c:4]([C:10](=[O:11])[O:12][CH3:13])[n:5][c:6]([CH3:9])[cH:7][n:8]1.[Cl:24][CH2:25][Cl:26].[ClH:23]>>[CH3:1][O:2][c:3]1[c:4]([CH:10]=[O:11])[n:5][c:6]([CH3:9])[cH:7][n:8]1. Reactants: O (water), C([O-])([O-])=O.[K+].[K+] (potassium carbonate), C(C1=CC=CC=C1)Br (benzyl bromide), O=C1NC2=NC=CC=C2C=C1C(=O)OCC (ethyl 2-oxo-1,2-dihydro-1,8-naphthyridine-3-carboxylate). The solvent is CN(C=O)C (N,N-dimethylformamide). Product: C(C1=CC=CC=C1)N1C(C(=CC2=CC=CN=C12)C(=O)OCC)=O (ethyl 1-benzyl-2-oxo-1,2-dihydro-1,8-naphthyridine-3-carboxylate). Isolated yield 91.7%. As a reaction SMILES: [O:1]=[C:2]1[C:11]([C:12]([O:14][CH2:15][CH3:16])=[O:13])=[CH:10][C:9]2[C:4](=[N:5][CH:6]=[CH:7][CH:8]=2)[NH:3]1.C(=O)([O-])[O-].[K+].[K+].[CH2:23](Br)[C:24]1[CH:29]=[CH:28][CH:27]=[CH:26][CH:25]=1.O>CN(C)C=O>[CH2:23]([N:3]1[C:4]2[C:9](=[CH:8][CH:7]=[CH:6][N:5]=2)[CH:10]=[C:11]([C:12]([O:14][CH2:15][CH3:16])=[O:13])[C:2]1=[O:1])[C:24]1[CH:29]=[CH:28][CH:27]=[CH:26][CH:25]=1 |f:1.2.3|. Reported procedure: 1.50 g (6.9 mmol) of ethyl 2-oxo-1,2-dihydro-1,8-naphthyridine-3-carboxylate was dissolved in N,N-dimethylformamide (30 mL), and 1.43 g (10.4 mmol) of potassium carbonate and 1.36 g (7.9 mmol) of benzyl bromide were added thereto. The resulting mixture was stirred for one whole day and night at room temperature. The reaction mixture was poured into water, and the mixture was extracted with diethyl ether. The organic phase was dried, filtered, and concentrated. The residue was purified by column ...